This data is from the Open Reaction Database (ORD), a public repository of structured organic reaction records. The task is: describe an organic reaction: reactants, conditions, products, and yield Reactants: CCOP(=O)(CC#N)OCC, CCOC(OCC)c1cc(C=O)cs1, C1CCOC1, CC(C)(C)[O-], [K+]. The product is CCOC(OCC)c1cc(C=CC#N)cs1. Reaction SMILES: [C:1](#[N:2])[CH2:3][P:4](=[O:5])([O:6][CH2:7][CH3:8])[O:9][CH2:10][CH3:11].[CH2:18]([CH3:19])[O:20][CH:21]([c:22]1[cH:23][c:24]([CH:27]=[O:28])[cH:25][s:26]1)[O:29][CH2:30][CH3:31].[CH2:32]1[O:33][CH2:34][CH2:35][CH2:36]1.[CH3:12][C:13]([CH3:14])([O-:15])[CH3:16].[K+:17]>>[C:1](#[N:2])[CH:3]=[CH:27][c:24]1[cH:23][c:22]([CH:21]([O:20][CH2:18][CH3:19])[O:29][CH2:30][CH3:31])[s:26][cH:25]1. The reactants are [Si](C)(C)(C(C)(C)C)N1[C@@H]([C@H](C1=O)C)C(=O)O ((2S,3R)-1-(tert-butyldimethylsilyl)-3-methyl-4-oxoazetidine-2-carboxylic acid), [Li+].CC(C)[N-]C(C)C (LDA), C(C=C)Br (allyl bromide). The solvent is C1CCOC1 (THF). Reaction conditions: temperature -20 celsius, time 20 minute. Yields the product C(C=C)[C@@]1([C@H](N(C1=O)[Si](C)(C)C(C)(C)C)C(=O)O)C ((2S,3R)-3-allyl-1-(tert-butyldimethylsilyl)-3-methyl-4-oxoazetidine-2-carboxylic acid). RXN SMILES: [Si:1]([N:8]1[C:11](=[O:12])[C@H:10]([CH3:13])[C@H:9]1[C:14]([OH:16])=[O:15])([C:4]([CH3:7])([CH3:6])[CH3:5])([CH3:3])[CH3:2].[Li+].[CH3:18][CH:19]([N-]C(C)C)C.[CH2:25](Br)C=C>C1COCC1>[CH2:13]([C@@:10]1([CH3:25])[C:11](=[O:12])[N:8]([Si:1]([C:4]([CH3:6])([CH3:5])[CH3:7])([CH3:3])[CH3:2])[C@@H:9]1[C:14]([OH:16])=[O:15])[CH:18]=[CH2:19] |f:1.2|. Procedure: To a solution of compound 47 (0.200 g, 0.823 mmol) in THF (5 ml) at −78° C. was added a solution of LDA (1.10 ml, 2.4 eq.). The reaction solution was stirred for 20 min. at that temperature, warmed to −20° C. and allyl bromide (0.138 Ml, 2.0 eq.) was added slowly. Reaction mixture was warmed to 0° C. for 30 min. and quenched with KHSO4 (20 ml, 10%), extracted with ethyl acetate (3×). Combined organic layers were washed with brine twice and dried over MgSO4. After concentrating in vacuo, compound... Reactants: [Br-], N#CCCC[P+](c1ccccc1)(c1ccccc1)c1ccccc1, O=C1CCCN(Cc2ccccc2)C1, Cc1ccccc1. Yields the product N#CCCC=C1CCCN(Cc2ccccc2)C1. Reaction SMILES: [Br-:1].[C:2](#[N:3])[CH2:4][CH2:5][CH2:6][P+:7]([c:8]1[cH:9][cH:10][cH:11][cH:12][cH:13]1)([c:14]1[cH:15][cH:16][cH:17][cH:18][cH:19]1)[c:20]1[cH:21][cH:22][cH:23][cH:24][cH:25]1.[CH2:26]([c:27]1[cH:28][cH:29][cH:30][cH:31][cH:32]1)[N:33]1[CH2:34][C:35](=[O:39])[CH2:36][CH2:37][CH2:38]1.[CH3:40][c:41]1[cH:42][cH:43][cH:44][cH:45][cH:46]1>>[C:2](#[N:3])[CH2:4][CH2:5][CH:6]=[C:35]1[CH2:34][N:33]([CH2:26][c:27]2[cH:28][cH:29][cH:30][cH:31][cH:32]2)[CH2:38][CH2:37][CH2:36]1. Reactants: CCOC(=O)c1nnn(-c2ccc(F)cc2)c1C, C1CCOC1, [Li+], [OH-], O, O=C(O)CC(O)(CC(=O)O)C(=O)O. Product: Cc1c(C(=O)O)nnn1-c1ccc(F)cc1. RXN SMILES: [CH2:1]([CH3:2])[O:3][C:4](=[O:5])[c:6]1[n:7][n:8][n:9](-[c:12]2[cH:13][cH:14][c:15]([F:18])[cH:16][cH:17]2)[c:10]1[CH3:11].[CH2:34]1[O:35][CH2:36][CH2:37][CH2:38]1.[Li+:19].[OH-:20].[OH2:39].[OH:21][C:22]([CH2:23][C:24]([C:25](=[O:26])[OH:27])([CH2:28][C:29](=[O:30])[OH:31])[OH:32])=[O:33]>>[O:3]=[C:4]([OH:5])[c:6]1[n:7][n:8][n:9](-[c:12]2[cH:13][cH:14][c:15]([F:18])[cH:16][cH:17]2)[c:10]1[CH3:11]. Reactants: N12CCCCCC2=NCCC1 (1,8-Diazabicyclo[5,4,0]undec-7-ene), NCC1=C2C(N(C(C2=CC=C1)=O)C1C(NC(CC1)=O)=O)=O (4-(aminomethyl)-2-(2,6-dioxo(3-piperidyl))isoindoline-1,3-dione), C(C)OC(CCCCCC(=O)Cl)=O (6-(chloroformyl)hexanoic acid ethyl ester). The solvent is CC#N (CH3CN). Run at time 20 minute. The product is O=C1NC(CCC1N1C(C2=CC=CC(=C2C1=O)CNC(=O)CCCCCC(=O)OCC)=O)=O (ethyl 6-(N-{[2-(2,6-dioxo(3-piperidyl))-1,3-dioxoisoindolin-4-yl]methyl}carbamoyl)hexanoate). Isolated yield 50.0%. As a reaction SMILES: N12CCCN=C1CCCCC2.[NH2:12][CH2:13][C:14]1[CH:22]=[CH:21][CH:20]=[C:19]2[C:15]=1[C:16](=[O:32])[N:17]([CH:24]1[CH2:29][CH2:28][C:27](=[O:30])[NH:26][C:25]1=[O:31])[C:18]2=[O:23].[CH2:33]([O:35][C:36](=[O:45])[CH2:37][CH2:38][CH2:39][CH2:40][CH2:41][C:42](Cl)=[O:43])[CH3:34]>CC#N>[O:31]=[C:25]1[CH:24]([N:17]2[C:16](=[O:32])[C:15]3[C:19](=[CH:20][CH:21]=[CH:22][C:14]=3[CH2:13][NH:12][C:42]([CH2:41][CH2:40][CH2:39][CH2:38][CH2:37][C:36]([O:35][CH2:33][CH3:34])=[O:45])=[O:43])[C:18]2=[O:23])[CH2:29][CH2:28][C:27](=[O:30])[NH:26]1. Procedure: 1,8-Diazabicyclo[5,4,0]undec-7-ene (0.65 g, 4.26 mmol) was added to a stirred suspension of 4-(aminomethyl)-2-(2,6-dioxo(3-piperidyl))isoindoline-1,3-dione hydrocbloride (0.6 g, 1.85 mmol) in CH3CN (50 ml). After stirring for 20 min, 6-(chloroformyl)hexanoic acid ethyl ester (0.46 g, 2.22 mmol) was added. The mixture was stirred at room temperature for 17 hours. The solvent was removed in vacuo and the residue was dissolved in CH2Cl2 (70 ml). The CH2Cl2 solution was washed with 1N HCl (30 ml), H...